This data is from the Open Reaction Database (ORD), a public repository of structured organic reaction records. The task is: describe an organic reaction: reactants, conditions, products, and yield The reactants are N1(CCC1)C(CC1=CC(=C(C=C1)O)F)=O (1-(azetidin-1-yl)-2-(3-fluoro-4-hydroxyphenyl)ethanone), C(C)C=1C=NC(=NC1)N1CCC(CC1)[C@@H]1[C@@H](C1)CCO (2-{(1S,2R)-2-[1-(5-ethylpyrimidin-2-yl)piperidin-4-yl]cyclopropyl}ethanol), C1(=CC=CC=C1)P(C1=CC=CC=C1)C1=CC=CC=C1 (triphenylphosphine), N(=NC(=O)OC(C)(C)C)C(=O)OC(C)(C)C (di-tert-butyl azodicarboxylate). The solvent is ClCCl (dichloromethane). Conditions: time 3 hour. The product is N1(CCC1)C(CC1=CC(=C(C=C1)OCC[C@H]1[C@H](C1)C1CCN(CC1)C1=NC=C(C=N1)CC)F)=O (1-(azetidin-1-yl)-2-[4-(2-{(1S,2R)-2-[1-(5-ethylpyrimidin-2-yl)piperidin-4-yl]cyclopropyl}ethoxy)-3-fluorophenyl]ethanone). As a reaction SMILES: [N:1]1([C:5](=[O:15])[CH2:6][C:7]2[CH:12]=[CH:11][C:10]([OH:13])=[C:9]([F:14])[CH:8]=2)[CH2:4][CH2:3][CH2:2]1.[CH2:16]([C:18]1[CH:19]=[N:20][C:21]([N:24]2[CH2:29][CH2:28][CH:27]([C@H:30]3[CH2:32][C@H:31]3[CH2:33][CH2:34]O)[CH2:26][CH2:25]2)=[N:22][CH:23]=1)[CH3:17].C1(P(C2C=CC=CC=2)C2C=CC=CC=2)C=CC=CC=1.N(C(OC(C)(C)C)=O)=NC(OC(C)(C)C)=O>ClCCl>[N:1]1([C:5](=[O:15])[CH2:6][C:7]2[CH:12]=[CH:11][C:10]([O:13][CH2:34][CH2:33][C@@H:31]3[CH2:32][C@@H:30]3[CH:27]3[CH2:26][CH2:25][N:24]([C:21]4[N:20]=[CH:19][C:18]([CH2:16][CH3:17])=[CH:23][N:22]=4)[CH2:29][CH2:28]3)=[C:9]([F:14])[CH:8]=2)[CH2:4][CH2:3][CH2:2]1. Procedure: To a solution of 1-(azetidin-1-yl)-2-(3-fluoro-4-hydroxyphenyl)ethanone (65.0 mg, 0.236 mmol) in 5 ml anhydrous dichloromethane at RT was added a solution of 2-{(1S,2R)-2-[1-(5-ethylpyrimidin-2-yl)piperidin-4-yl]cyclopropyl}ethanol (59.0 mg, 0.283 mmol), triphenylphosphine (polymer-bound, 186 mg, 0.534 mmol), and di-tert-butyl azodicarboxylate (109 mg, 0.472 mmol). The reaction mixture as stirred at RT for 3 hours. The mixture was filtered by Celite and concentrated. The residue was filtered and... The reactants are B#B (diborane), COC1=CC=CC=2C(C3=CC=CC(=C3C(C12)=O)OC)(CC(=O)O)CC(=O)O (4,5-dimethoxy-10-oxo-9,10-dihydroanthracene-9,9-diacetic acid), O (water). Solvent: O1CCCC1 (tetrahydrofuran), O1CCCC1 (tetrahydrofuran). The product is OCCC1(C2=CC=CC(=C2CC=2C(=CC=CC12)OC)OC)CCO (9,9-di-(2-hydroxyethyl)-4,5-dimethoxy-9,10-dihydroanthracene). As a reaction SMILES: [CH3:1][O:2][C:3]1[C:16]2[C:15](=O)[C:14]3[C:9](=[CH:10][CH:11]=[CH:12][C:13]=3[O:18][CH3:19])[C:8]([CH2:24][C:25](O)=[O:26])([CH2:20][C:21](O)=[O:22])[C:7]=2[CH:6]=[CH:5][CH:4]=1.B#B.O>O1CCCC1>[OH:26][CH2:25][CH2:24][C:8]1([CH2:20][CH2:21][OH:22])[C:9]2[CH:10]=[CH:11][CH:12]=[C:13]([O:18][CH3:19])[C:14]=2[CH2:15][C:16]2[C:7]1=[CH:6][CH:5]=[CH:4][C:3]=2[O:2][CH3:1]. Procedure details: To 4,5-dimethoxy-10-oxo-9,10-dihydroanthracene-9,9-diacetic acid (9.9 g.) in dry tetrahydrofuran (300 ml.) is added with stirring, in an atmosphere of nitrogen, diborane in tetrahydrofuran (1M, 100 ml.). The reaction mixture is refluxed for 72 hours, cooled, and water (100 ml.) is added. The tetrahydrofuran is evaporated and the remaining suspension is filtered, the residue is washed successively with aqueous sodium bicarbonate, water, a little isopropanol, and petroleum ether (b.p. 60°-80°C.) t... Starting materials: BrC1=CC=C(C=C1)C1=CC=C(C=C1)OCCCC (4-bromo-4′-n-butyloxybiphenyl), C(CCC)[Li] (n-butyllithium), Cl (hydrochloric acid), C(C)(C)OB(OC(C)C)OC(C)C (triisopropylborate). Run in O1CCCC1 (tetrahydrofuran), CCCCCC (n-hexane). Run at temperature -30 celsius, time 1.5 hour. Product: C(CCC)OC1=CC=C(C=C1)C1=CC=C(C=C1)B(O)O (4-(4-n-Butyloxyphenyl)phenylboronic acid). As a reaction SMILES: Br[C:2]1[CH:7]=[CH:6][C:5]([C:8]2[CH:13]=[CH:12][C:11]([O:14][CH2:15][CH2:16][CH2:17][CH3:18])=[CH:10][CH:9]=2)=[CH:4][CH:3]=1.C([Li])CCC.C([O:27][B:28](OC(C)C)[O:29]C(C)C)(C)C.Cl>O1CCCC1.CCCCCC>[CH2:15]([O:14][C:11]1[CH:12]=[CH:13][C:8]([C:5]2[CH:6]=[CH:7][C:2]([B:28]([OH:29])[OH:27])=[CH:3][CH:4]=2)=[CH:9][CH:10]=1)[CH2:16][CH2:17][CH3:18]. Procedure: To a solution of 4-bromo-4′-n-butyloxybiphenyl (3.05 g) in tetrahydrofuran (60 ml) was added 1.55 M n-butyllithium in n-hexane (7.74 ml) at −60° C. over a period of 10 minutes. The solution was stirred at −30° C. for 1.5 hours and cooled to −60° C. To the solution was added triisopropylborate (3.46 ml) over a period of 5 minutes, and the mixture was stirred for 1.5 hours without cooling. To the solution was added 1N hydrochloric acid (20 ml) and the solution was stirred for 30 minutes and extrac...